From a dataset of the Open Reaction Database (ORD), a public repository of structured organic reaction records. describe an organic reaction: reactants, conditions, products, and yield Reactants: C1CCOC1, COC(=O)c1nn(-c2ccccc2)nc1C(=O)N(C)C, [Li+], [OH-]. Product: CN(C)C(=O)c1nn(-c2ccccc2)nc1C(=O)O. RXN SMILES: [CH2:23]1[O:24][CH2:25][CH2:26][CH2:27]1.[CH3:1][N:2]([C:3](=[O:4])[c:5]1[c:6]([C:16](=[O:17])[O:18][CH3:19])[n:7][n:8](-[c:10]2[cH:11][cH:12][cH:13][cH:14][cH:15]2)[n:9]1)[CH3:20].[Li+:22].[OH-:21]>>[CH3:1][N:2]([C:3](=[O:4])[c:5]1[c:6]([C:16](=[O:17])[OH:18])[n:7][n:8](-[c:10]2[cH:11][cH:12][cH:13][cH:14][cH:15]2)[n:9]1)[CH3:20].